Dataset: the Open Reaction Database (ORD), a public repository of structured organic reaction records. Task: describe an organic reaction: reactants, conditions, products, and yield The reactants are CSC(=C(C#N)C#N)SC (3,3bis-methylmercapto-2-cyano-acrylonitrile), C(=O)(OC(C)(C)C)NCCN (N-Boc-ethylenediamine). Reaction conditions: temperature 0 celsius. Run in C(C)(=O)OCC (ethyl acetate). Reaction SMILES: CS[C:3]([S:9][CH3:10])=[C:4]([C:7]#[N:8])[C:5]#[N:6].[C:11]([NH:18][CH2:19][CH2:20][NH2:21])([O:13][C:14]([CH3:17])([CH3:16])[CH3:15])=[O:12]>C(OCC)(=O)C>[C:11]([NH:18][CH2:19][CH2:20][NH:21][C:3]([S:9][CH3:10])=[C:4]([C:7]#[N:8])[C:5]#[N:6])([O:13][C:14]([CH3:15])([CH3:16])[CH3:17])=[O:12]. Yields the product C(=O)(OC(C)(C)C)NCCNC(=C(C#N)C#N)SC (3-[2-(Boc-amino)-ethylamino]-2-cyano-3-methylmercapto-acrylonitrile). Procedure details: A mixture of 59.8 g (351.2 mmol) of 3,3bis-methylmercapto-2-cyano-acrylonitrile, 56.3 g (351.4 mmol) of N-Boc-ethylenediamine [for preparation see: J. Org. Chem. 60, 4305 (1995)] and 500 ml of ethyl acetate is stirred under reflux for 3 hours and then concentrated in vacuo to approximately half its original volume. The reaction mixture is cooled to 0° C.; 300 ml of diethyl ether are added and the mixture is stirred for a further 0.5 hour and filtered. After washing the filter residue with diethy... Reactants: CN(C)C=O, Cn1nc(C(F)(F)F)c(CSC2=NOC(C)(C)C2)c1F, N#C[Na], O. RXN SMILES: [CH3:25][N:26]([CH3:27])[CH:28]=[O:29].[CH3:4][C:5]1([CH3:23])[CH2:6][C:7]([S:10][CH2:11][c:12]2[c:13]([C:19]([F:20])([F:21])[F:22])[n:14][n:15]([CH3:18])[c:16]2[F:17])=[N:8][O:9]1.[Na:1][C:2]#[N:3].[OH2:24]>>[C:2](#[N:3])[c:16]1[c:12]([CH2:11][S:10][C:7]2=[N:8][O:9][C:5]([CH3:4])([CH3:23])[CH2:6]2)[c:13]([C:19]([F:20])([F:21])[F:22])[n:14][n:15]1[CH3:18]. The product is Cn1nc(C(F)(F)F)c(CSC2=NOC(C)(C)C2)c1C#N. The reactants are CC1=CC=C(CC2CCN(CC2)C(C(=O)O)=O)C=C1 ([4-(4-methyl-benzyl)-piperidin-1-yl]-oxo-acetic acid), NC1=CC2=C(NC(N2)=O)C=C1 (5-amino-1,3-dihydro-benzimidazole-2-one). Solvent: C(C)OCC (diethylether). Yields the product CC1=CC=C(CC2CCN(CC2)C(C(=O)NC2=CC3=C(NC(N3)=O)C=C2)=O)C=C1 (2-[4-(4-Methyl-benzyl)-piperidin-1-yl)-2-oxo-N-(2-oxo-2,3-dihydro-1H-benzimidazol-5-yl)-acetamide). Reaction SMILES: [CH3:1][C:2]1[CH:19]=[CH:18][C:5]([CH2:6][CH:7]2[CH2:12][CH2:11][N:10]([C:13](=[O:17])[C:14]([OH:16])=O)[CH2:9][CH2:8]2)=[CH:4][CH:3]=1.[NH2:20][C:21]1[CH:30]=[CH:29][C:24]2[NH:25][C:26](=[O:28])[NH:27][C:23]=2[CH:22]=1>C(OCC)C>[CH3:1][C:2]1[CH:3]=[CH:4][C:5]([CH2:6][CH:7]2[CH2:8][CH2:9][N:10]([C:13](=[O:17])[C:14]([NH:20][C:21]3[CH:30]=[CH:29][C:24]4[NH:25][C:26](=[O:28])[NH:27][C:23]=4[CH:22]=3)=[O:16])[CH2:11][CH2:12]2)=[CH:18][CH:19]=1. Procedure details: The title compound is prepared from [4-(4-methyl-benzyl)-piperidin-1-yl]-oxo-acetic acid (Example 119b) and 5-amino-1,3-dihydro-benzimidazole-2-one according to the method described in Example 1c. Melting Point: >280° C. (diethylether) Starting materials: CO, COc1cc(C(=O)NS(=O)(=O)c2ccccc2C#CCCCOC(C)=O)ccc1Cc1cn(C)c2ccc(NC(=O)OC3CCCC3)cc12, [Li+], C1CCOC1, [OH-], O, O. Yields the product COc1cc(C(=O)NS(=O)(=O)c2ccccc2C#CCCCO)ccc1Cc1cn(C)c2ccc(NC(=O)OC3CCCC3)cc12. Reaction SMILES: [CH3:59][OH:60].[CH:5]1([O:10][C:11](=[O:12])[NH:13][c:14]2[cH:15][c:16]3[c:17]([CH2:24][c:25]4[c:26]([O:52][CH3:53])[cH:27][c:28]([C:29](=[O:30])[NH:31][S:32](=[O:33])(=[O:34])[c:35]5[c:36]([C:41]#[C:42][CH2:43][CH2:44][CH2:45][O:46][C:47](=[O:48])[CH3:49])[cH:37][cH:38][cH:39][cH:40]5)[cH:50][cH:51]4)[cH:18][n:19]([CH3:23])[c:20]3[cH:21][cH:22]2)[CH2:6][CH2:7][CH2:8][CH2:9]1.[Li+:3].[O:54]1[CH2:55][CH2:56][CH2:57][CH2:58]1.[OH-:2].[OH2:1].[OH2:4]>>[CH:5]1([O:10][C:11](=[O:12])[NH:13][c:14]2[cH:15][c:16]3[c:17]([CH2:24][c:25]4[c:26]([O:52][CH3:53])[cH:27][c:28]([C:29](=[O:30])[NH:31][S:32](=[O:33])(=[O:34])[c:35]5[c:36]([C:41]#[C:42][CH2:43][CH2:44][CH2:45][OH:46])[cH:37][cH:38][cH:39][cH:40]5)[cH:50][cH:51]4)[cH:18][n:19]([CH3:23])[c:20]3[cH:21][cH:22]2)[CH2:6][CH2:7][CH2:8][CH2:9]1. Solvent: C1CCOC1 (THF). Starting materials: COC=1C=C2CC3=C(N(N=C3C3=CC=C(C=C3)C3=CC=C(C=C3)OCOCC[Si](C)(C)C)COCC[Si](C)(C)C)C2=CC1O (6-methoxy-3-(4′-{[2-(trimethylsilyl)ethoxy]methoxy}-1,1′-biphenyl-4-yl)-1-{[2-(trimethylsilyl)ethoxy]methyl}-1,4-dihydroindeno[1,2-c]pyrazol-7-ol), [H-].[Na+] (NaH), C1(=CC=CC=C1)NS(=O)(=O)C(F)(F)F (N-phenyltrifluoromethane sulphonamide). Product: FC(S(=O)(=O)OC1=C(C=C2CC3=C(N(N=C3C3=CC=C(C=C3)C3=CC=C(C=C3)OCOCC[Si](C)(C)C)COCC[Si](C)(C)C)C2=C1)OC)(F)F (6-methoxy-3-(4′-{[2-(trimethylsilyl)ethoxy]methoxy}-1,1′-biphenyl-4-yl)-1-{[2-(trimethylsilyl)ethoxy]methyl}-1,4-dihydroindeno[1,2-c]pyrazol-7-yl trifluoromethanesulfonate). As a reaction SMILES: [CH3:1][O:2][C:3]1[CH:4]=[C:5]2[C:41](=[CH:42][C:43]=1[OH:44])[C:8]1[N:9]([CH2:33][O:34][CH2:35][CH2:36][Si:37]([CH3:40])([CH3:39])[CH3:38])[N:10]=[C:11]([C:12]3[CH:17]=[CH:16][C:15]([C:18]4[CH:23]=[CH:22][C:21]([O:24][CH2:25][O:26][CH2:27][CH2:28][Si:29]([CH3:32])([CH3:31])[CH3:30])=[CH:20][CH:19]=4)=[CH:14][CH:13]=3)[C:7]=1[CH2:6]2.[H-].[Na+].C1(N[S:54]([C:57]([F:60])([F:59])[F:58])(=[O:56])=[O:55])C=CC=CC=1>C1COCC1>[F:58][C:57]([F:60])([F:59])[S:54]([O:44][C:43]1[CH:42]=[C:41]2[C:5]([CH2:6][C:7]3[C:11]([C:12]4[CH:17]=[CH:16][C:15]([C:18]5[CH:19]=[CH:20][C:21]([O:24][CH2:25][O:26][CH2:27][CH2:28][Si:29]([CH3:32])([CH3:31])[CH3:30])=[CH:22][CH:23]=5)=[CH:14][CH:13]=4)=[N:10][N:9]([CH2:33][O:34][CH2:35][CH2:36][Si:37]([CH3:40])([CH3:39])[CH3:38])[C:8]=32)=[CH:4][C:3]=1[O:2][CH3:1])(=[O:56])=[O:55] |f:1.2|. The yield is 115.6%. Procedure: To the solution of Example 267H (1.29 g, 2.04 mmol) in THF (10 mL) at room temperature was added 95% NaH (51.6 mg, 2.04 mmol). The mixture was stirred for half an hour, and N-phenyltrifluoromethane sulphonamide (0.88 g, 2.45 mmol) was added. The reaction mixture was stirred at 40° C. overnight. The reaction mixture was purified by flash chromatography to give the desired product (1.80 g, 100%). MS (APCI) m/z 763 (M+H)+. Starting materials: O=C(NCC1CC2CC2N1)c1cccc2c1OCCO2, Cc1nc(C(=O)O)c(-c2ccc(F)cc2)s1. The product is Cc1nc(C(=O)N2C(CNC(=O)c3cccc4c3OCCO4)CC3CC32)c(-c2ccc(F)cc2)s1. As a reaction SMILES: [CH:1]12[NH:2][CH:3]([CH2:7][NH:8][C:9](=[O:10])[c:11]3[cH:12][cH:13][cH:14][c:15]4[c:20]3[O:19][CH2:18][CH2:17][O:16]4)[CH2:4][CH:5]1[CH2:6]2.[F:21][c:22]1[cH:23][cH:24][c:25](-[c:28]2[c:29]([C:34](=[O:35])[OH:36])[n:30][c:31]([CH3:33])[s:32]2)[cH:26][cH:27]1>>[CH:1]12[N:2]([C:34]([c:29]3[c:28](-[c:25]4[cH:24][cH:23][c:22]([F:21])[cH:27][cH:26]4)[s:32][c:31]([CH3:33])[n:30]3)=[O:35])[CH:3]([CH2:7][NH:8][C:9](=[O:10])[c:11]3[cH:12][cH:13][cH:14][c:15]4[c:20]3[O:19][CH2:18][CH2:17][O:16]4)[CH2:4][CH:5]1[CH2:6]2. The reactants are S1C(=CC=C1)B(O)O (2-thiophenylboronic acid), BrC1=NC=CC=C1CN1C=NC=C1 (2-Bromo-3-imidazol-1-ylmethyl-pyridine). The product is N1(C=NC=C1)CC=1C(=NC=CC1)C=1SC=CC1 (3-Imidazol-1-ylmethyl-2-thiophen-2-yl-pyridine). RXN SMILES: [S:1]1[CH:5]=[CH:4][CH:3]=[C:2]1B(O)O.Br[C:10]1[C:15]([CH2:16][N:17]2[CH:21]=[CH:20][N:19]=[CH:18]2)=[CH:14][CH:13]=[CH:12][N:11]=1>>[N:17]1([CH2:16][C:15]2[C:10]([C:2]3[S:1][CH:5]=[CH:4][CH:3]=3)=[N:11][CH:12]=[CH:13][CH:14]=2)[CH:21]=[CH:20][N:19]=[CH:18]1. Reported procedure: Synthesized using 2-thiophenylboronic acid (161 mg, 1.26 mmol) and 5 (150 mg, 0.63 mmol) according to Method C. Yellow solid. Yield: 111 mg, 0.46 mmol, 73%. 1H NMR (500 MHz, CDCl3): δH (ppm): 5.39 (s, 2H), 6.88 (t, J=1.3 Hz, 1H), 7.13-7.15 (m, 2H), 7.17 (dd, J=7.9, 1.9 Hz, 1H), 7.20 (dd, J=7.9, 4.4 Hz, 1H), 7.23 (dd, J=3.8, 1.3 Hz, 1H), 7.50 (dd, J=5.0, 1.3 Hz, 1H), 7.51 (brs, 1H). 8.60 (dd, J=4.4, 1.9 Hz, 1H); 13C NMR (CDCl3, 125 MHz): δC (ppm)=48.4, 119.3, 122.5, 127.2, 127.8, 128.5, 128.6, 13... Reactants: [OH-].[K+] (KOH), NC1CC2=CC=C(C=C2C1)SC(N(C)C)=O (dimethylthiocarbamic acid S-(2-aminoindan-5-yl) ester), BrC(C(=O)OC(C)(C)C)(C)C (tert-Butyl 2-bromoisobutyrate). The solvent is CO (MeOH), CO (MeOH). Yields the product C(C)(C)(C)OC(C(C)(C)SC=1C=C2CC(CC2=CC1)N)=O (2-(2-aminoindan-5-ylsulfanyl)-2-methylpropionic acid tert-butyl ester). Yield: 76.3%. RXN SMILES: [NH2:1][CH:2]1[CH2:10][C:9]2[C:4](=[CH:5][CH:6]=[C:7]([S:11]C(=O)N(C)C)[CH:8]=2)[CH2:3]1.[OH-].[K+].Br[C:20]([CH3:29])([CH3:28])[C:21]([O:23][C:24]([CH3:27])([CH3:26])[CH3:25])=[O:22]>CO>[C:24]([O:23][C:21](=[O:22])[C:20]([S:11][C:7]1[CH:8]=[C:9]2[C:4](=[CH:5][CH:6]=1)[CH2:3][CH:2]([NH2:1])[CH2:10]2)([CH3:29])[CH3:28])([CH3:27])([CH3:26])[CH3:25] |f:1.2|. Reported procedure: To dimethylthiocarbamic acid S-(2-aminoindan-5-yl) ester (4.9 g; 20.9 mmol), dissolved in MeOH (60 mL) is added a solution of KOH (11.8 g; 10 0.210 mol) in MeOH (110 mL) at RT. The solution is stirred at reflux for 5 h and cooled to RT. tert-Butyl 2-bromoisobutyrate (7.0 g; 31.3 mmol) is added to the solution and stirred for 18 h at RT. The solvent is evaporated under reduced pressure and the crude residue partitioned between H2O and EtOAc. The aqueous phase is extracted with EtOAc and the combi...